Dataset: the Open Reaction Database (ORD), a public repository of structured organic reaction records. Task: describe an organic reaction: reactants, conditions, products, and yield RXN SMILES: [C:1]1([CH2:7][C:8](Cl)=[O:9])[CH:6]=[CH:5][CH:4]=[CH:3][CH:2]=1.C1C=CC=CC=1.[NH2:17][C:18]1[CH:23]=[CH:22][CH:21]=[CH:20][CH:19]=1>O>[C:1]1([CH2:7][C:8]([NH:17][C:18]2[CH:23]=[CH:22][CH:21]=[CH:20][CH:19]=2)=[O:9])[CH:6]=[CH:5][CH:4]=[CH:3][CH:2]=1. Reactants: C1(=CC=CC=C1)CC(=O)Cl (phenylacetyl chloride), C1=CC=CC=C1 (benzene), NC1=CC=CC=C1 (aniline), C1=CC=CC=C1 (benzene). The yield is 65.6%. The product is C1(=CC=CC=C1)CC(=O)NC1=CC=CC=C1 (phenylacetanilide). Solvent: O (water). Conditions: temperature 0 celsius. Reported procedure: A mixture of 5.84 g (37.81 mmol) phenylacetyl chloride and 50 mL benzene was stirred at 0° C. A solution of 3.52 g (2.0 equivs.) aniline and 50 mL benzene was added dropwise. After addition was complete, the mixture was allowed to warm to room temperature and stirred for 3 hrs. The mixture was poured into 100 mL water and was extracted with 3×100 mL ethyl acetate. The organic layers were combined and washed sequentially with 100 mL portions of 5% aqueous hydrochloric acid, water, saturated sodiu... Reactants: Cl.C1=CC=CC=2C(C3=C(C=CC21)C=CC=C3)=C3CCN(CC3)C(CN)=O (2-[4-(5H-dibenzo[a,d][7]annulen-5-ylidene)-1-piperidinyl]-2-oxoethanamine hydrochloride), CC(CI)(C)C (2,2-dimethyl-1-iodopropane), C([O-])([O-])=O.[K+].[K+] (potassium carbonate). The solvent is CN(C=O)C (N,N-dimethylformamide). Reaction conditions: temperature 120 celsius, time 8 hour. Product: C1=CC=CC=2C(C3=C(C=CC21)C=CC=C3)=C3CCN(CC3)C(CNC=O)=O (2-[4-(5H-dibenzo[a,d][7]annulen-5-ylidene)-1-piperidinyl]-2-oxoethylformamide). RXN SMILES: Cl.[CH:2]1[C:12]2[CH:11]=[CH:10][C:9]3[CH:13]=[CH:14][CH:15]=[CH:16][C:8]=3[C:7](=[C:17]3[CH2:22][CH2:21][N:20]([C:23](=[O:26])[CH2:24][NH2:25])[CH2:19][CH2:18]3)[C:6]=2[CH:5]=[CH:4][CH:3]=1.CC(C)(C)CI.[C:33](=O)([O-])[O-:34].[K+].[K+]>CN(C)C=O>[CH:13]1[C:9]2[CH:10]=[CH:11][C:12]3[CH:2]=[CH:3][CH:4]=[CH:5][C:6]=3[C:7](=[C:17]3[CH2:18][CH2:19][N:20]([C:23](=[O:26])[CH2:24][NH:25][CH:33]=[O:34])[CH2:21][CH2:22]3)[C:8]=2[CH:16]=[CH:15][CH:14]=1 |f:0.1,3.4.5|. Procedure: 150 mg (0.406 mmol) of 2-[4-(5H-dibenzo[a,d][7]annulen-5-ylidene)-1-piperidinyl]-2-oxoethanamine hydrochloride, 80.5 mg (0.406 mmol) of 2,2-dimethyl-1-iodopropane and 84.3 mg (0.610 mmol) of potassium carbonate were dissolved in 1 ml of N,N-dimethylformamide, and the obtained solution was stirred at 120° C. overnight. The product was purified by the silica gel chromatography (hexane:ethyl acetate=9:1 to 2:3) to obtain the title compound.